This data is from the Open Reaction Database (ORD), a public repository of structured organic reaction records. The task is: describe an organic reaction: reactants, conditions, products, and yield Reactants: [BH4-].[Na+] (sodium borohydride), B(F)(F)F.CCOCC (boron trifluoride etherate), Cl (hydrochloric acid), C(CC)N1C(=C(C=CC=C1)N(C1=CC=CC=C1)C(C1=CC=CC=C1)=O)COC (1-propyl-2-methoxymethyl-N-benzoyl-N-phenyl-3-azepinamine). The solvent is O1CCCC1 (tetrahydrofuran), O1CCCC1 (tetrahydrofuran), O1CCCC1 (tetrahydrofuran). Reaction conditions: temperature 0 celsius. The product is C(CC)N1C(=C(C=CC=C1)N(C1=CC=CC=C1)CC1=CC=CC=C1)COC (1-propyl-2-methoxymethyl-N-benzyl-N-phenyl-3-azepinamine). Reaction SMILES: [CH2:1]([N:4]1[CH:10]=[CH:9][CH:8]=[CH:7][C:6]([N:11]([C:18](=O)[C:19]2[CH:24]=[CH:23][CH:22]=[CH:21][CH:20]=2)[C:12]2[CH:17]=[CH:16][CH:15]=[CH:14][CH:13]=2)=[C:5]1[CH2:26][O:27][CH3:28])[CH2:2][CH3:3].[BH4-].[Na+].B(F)(F)F.CCOCC.Cl>O1CCCC1>[CH2:1]([N:4]1[CH:10]=[CH:9][CH:8]=[CH:7][C:6]([N:11]([CH2:18][C:19]2[CH:20]=[CH:21][CH:22]=[CH:23][CH:24]=2)[C:12]2[CH:13]=[CH:14][CH:15]=[CH:16][CH:17]=2)=[C:5]1[CH2:26][O:27][CH3:28])[CH2:2][CH3:3] |f:1.2,3.4|. Procedure: 15 g of the compound prepared in Example 3, dissolved in 35 ml of tetrahydrofuran, were added under a nitrogen atmosphere to a reactor containing a suspension of 4.95 g of sodium borohydride in 100 ml of tetrahydrofuran, the temperature being maintained at 0° C. 29.6 ml of boron trifluoride etherate in 39 ml of tetrahydrofuran were then added dropwise. After the reaction medium had been allowed to return to room temperature, 69 ml of 10% strength hydrochloric acid were added. The solvent was the... Reported procedure: A mechanically stirred solution of 20.0 g of 4-isopropyl-4-methyl-2-p-tolyl-2-imidazolin-5-thione in 200 mL of dry tetrahydrofuran is treated dropwise with 160 mL of a 1.2M solution of sec-butyl lithium (0.191 mol) in cyclohexane over a 40 minute period at -72° to -65° C. After stirring the resulting solution at -40° to -35° for one and one-half hours, a solution of 21.4 g (0.090 mol) of hexachloroethane in 125 mL of dry tetrahydrofuran is added dropwise. Addition temperature is allowed to reach... The solvent is O1CCCC1 (tetrahydrofuran), O1CCCC1 (tetrahydrofuran), C1CCCCC1 (cyclohexane). Reaction SMILES: [CH:1]([C:4]1([CH3:17])[C:8](=[S:9])[NH:7][C:6]([C:10]2[CH:15]=[CH:14][C:13]([CH3:16])=[CH:12][CH:11]=2)=[N:5]1)([CH3:3])[CH3:2].C([Li])(CC)C.[Cl:23]C(Cl)(Cl)C(Cl)(Cl)Cl.[Cl-].[Na+].S(=O)(=O)(O)O.ClC1C=C(N2C(=S)C(C(C)C)(C)N=C2)C=CC=1C>O1CCCC1.C1CCCCC1>[Cl:23][C:12]1[CH:11]=[C:10]([C:6]2[NH:7][C:8](=[S:9])[C:4]([CH:1]([CH3:3])[CH3:2])([CH3:17])[N:5]=2)[CH:15]=[CH:14][C:13]=1[CH3:16] |f:3.4|. Product: ClC1=C(C=CC(=C1)C=1NC(C(N1)(C)C(C)C)=S)C (2-(2-chloro-p-tolyl)-4-isopropyl-4-methyl-2-imidazolin-5-thione). Starting materials: ClC1=C(C=CC(=C1)N1C=NC(C1=S)(C)C(C)C)C ((2-chloro-p- tolyl)-4-isopropyl-4-methyl-2-imidazolin-5-thione), ice water, [Cl-].[Na+] (sodium chloride), ClC(C(Cl)(Cl)Cl)(Cl)Cl (hexachloroethane), S(O)(O)(=O)=O (sulfuric acid), C(C)(C)C1(N=C(NC1=S)C1=CC=C(C=C1)C)C (4-isopropyl-4-methyl-2-p-tolyl-2-imidazolin-5-thione), solution, C(C)(CC)[Li] (sec-butyl lithium). Reactants: Grignard reagent, C(=O)C=1C=C([O-])C=CC1.[Na+] (sodium 3-formyl phenoxide), Grignard reagent, [Cl-].[NH4+] (ammonium chloride), [H-].[Na+] (sodium hydride), OC=1C=C(C=O)C=CC1 (3-hydroxybenzaldehyde), [H-].[Na+] (sodium hydride), OC=1C=C(C=O)C=CC1 (3-hydroxybenzaldehyde), [Na] (sodium). Solvent: CO (methanol), C1CCOC1 (THF), C1CCOC1 (THF). Run at time 1 hour. Yields the product O(C1=CC=CC=C1)CCCCCC(O)C=1C=C(C=CC1)O (3-(6-phenoxy-1-hydroxyhexyl)phenol). As a reaction SMILES: [OH:1][C:2]1[CH:3]=[C:4]([CH:7]=[CH:8][CH:9]=1)[CH:5]=[O:6].[H-].[Na+].C([C:14]1[CH:15]=[C:16]([CH:18]=[CH:19][CH:20]=1)[O-:17])=O.[Na+].[Na].[Cl-].[NH4+]>C1COCC1.CO>[O:17]([CH2:8][CH2:9][CH2:2][CH2:3][CH2:4][CH:5]([C:4]1[CH:3]=[C:2]([OH:1])[CH:9]=[CH:8][CH:7]=1)[OH:6])[C:16]1[CH:15]=[CH:14][CH:20]=[CH:19][CH:18]=1 |f:1.2,3.4,6.7,^1:21|. Reported procedure: A solution of 3-hydroxybenzaldehyde (5.0 g, 41 mmole) in dry THF (50 ml) was added dropwise to a well-stirred suspension of sodium hydride (2.5 g, 52 mmol; 50% oil dispersion) in dry THF (50 ml) at room temperature. The temperature was not allowed to go above ca. 40° C. After the addition of 3-hydroxybenzaldehyde was complete (ca. 30 min.) the slightly cloudy solution was warmed to 45°-50° C. and stirred for 1 hour at this temperature. The resulting clear solution of sodium 3-formyl phenoxide wa... Reactants: FC1=C(C(=O)C(C(=O)OCC)C(=O)OCC)C=C(C(=C1F)F)F (diethyl 2,3,4,5-tetrafluorobenzoylmalonate), C(C)OC(=O)N(C)CC1CNCCO1 (2-(N-ethoxycarbonyl-N-methylaminomethyl)morpholine), C(O)([O-])=O.[Na+] (sodium hydrogen carbonate). Run in C(C)#N (acetonitrile). Product: C(C)OC(=O)N(C)CC1OCCN(C1)C1=C(C(=C(C(=O)CC(=O)OCC)C=C1F)F)F (ethyl 4-[2-(N-ethoxycarbonyl-N-methylaminomethyl)morpholino]-2,3,5-trifluorobenzoylacetate). Reaction SMILES: [F:1][C:2]1[C:20]([F:21])=[C:19](F)[C:18]([F:23])=[CH:17][C:3]=1[C:4]([CH:6]([C:12]([O:14][CH2:15][CH3:16])=[O:13])C(OCC)=O)=[O:5].[CH2:24]([O:26][C:27]([N:29]([CH2:31][CH:32]1[O:37][CH2:36][CH2:35][NH:34][CH2:33]1)[CH3:30])=[O:28])[CH3:25].C(=O)([O-])O.[Na+]>C(#N)C>[CH2:24]([O:26][C:27]([N:29]([CH2:31][CH:32]1[CH2:33][N:34]([C:19]2[C:18]([F:23])=[CH:17][C:3]([C:4]([CH2:6][C:12]([O:14][CH2:15][CH3:16])=[O:13])=[O:5])=[C:2]([F:1])[C:20]=2[F:21])[CH2:35][CH2:36][O:37]1)[CH3:30])=[O:28])[CH3:25] |f:2.3|. Procedure: A suspension of 3.36 g of diethyl 2,3,4,5-tetrafluorobenzoylmalonate, 2.22 g of 2-(N-ethoxycarbonyl-N-methylaminomethyl)morpholine and 0.84 g of sodium hydrogen carbonate in 13 ml of acetonitrile is refluxed for 5 hours., The reaction mixture is concentrated under reduced pressure, to the obtained residue is added 20 ml of chloroform and it is washed with water. After drying over anhydrous magnesium sulfate, the chloroform is distilled off under reduced pressure and to the residue are added 20 m... The reactants are CN1CCN(c2cc(N)ccn2)CC1, FC(F)Oc1ccccc1, O=S(=O)(Cl)Cl, c1ccncc1. Reaction SMILES: [CH3:1][N:2]1[CH2:3][CH2:4][N:5]([c:8]2[n:9][cH:10][cH:11][c:12]([NH2:14])[cH:13]2)[CH2:6][CH2:7]1.[F:20][CH:21]([O:22][c:23]1[cH:24][cH:25][cH:26][cH:27][cH:28]1)[F:29].[S:15](=[O:16])(=[O:17])([Cl:18])[Cl:19].[cH:30]1[cH:31][cH:32][n:33][cH:34][cH:35]1>>[CH3:1][N:2]1[CH2:3][CH2:4][N:5]([c:8]2[n:9][cH:10][cH:11][c:12]([NH:14][S:15](=[O:16])(=[O:17])[c:27]3[cH:26][cH:25][cH:24][c:23]([O:22][CH:21]([F:20])[F:29])[cH:28]3)[cH:13]2)[CH2:6][CH2:7]1. The product is CN1CCN(c2cc(NS(=O)(=O)c3cccc(OC(F)F)c3)ccn2)CC1. Starting materials: CC(=O)OC1OC(COC(=O)c2ccccc2)C(C)(OC(C)=O)C1(C)F, O=C([O-])O, CC#N, Cl[Sn](Cl)(Cl)Cl, [Na+], Cc1c[nH]c(=O)[nH]c1=O. Yields the product CC(=O)OC1(C)C(COC(=O)c2ccccc2)OC(n2cc(C)c(=O)[nH]c2=O)C1(C)F. Reaction SMILES: [C:10]([O:11][CH:14]1[O:15][CH:16]([CH2:26][O:27][C:28]([c:29]2[cH:30][cH:31][cH:32][cH:33][cH:34]2)=[O:35])[C:17]([CH3:21])([O:22][C:23]([CH3:24])=[O:25])[C:18]1([CH3:19])[F:20])(=[O:12])[CH3:13].[C:41](=[O:42])([OH:43])[O-:44].[CH3:46][C:47]#[N:48].[Cl:36][Sn:37]([Cl:38])([Cl:39])[Cl:40].[Na+:45].[nH:1]1[c:2](=[O:3])[nH:4][c:5](=[O:6])[c:7]([CH3:8])[cH:9]1>>[n:1]1([CH:14]2[O:15][CH:16]([CH2:26][O:27][C:28]([c:29]3[cH:30][cH:31][cH:32][cH:33][cH:34]3)=[O:35])[C:17]([CH3:21])([O:22][C:23]([CH3:24])=[O:25])[C:18]2([CH3:19])[F:20])[c:2](=[O:3])[nH:4][c:5](=[O:6])[c:7]([CH3:8])[cH:9]1. Starting materials: Cc1ccccc1, CCOCC, N#Cc1ccc(N)c(CBr)c1C(F)(F)F, c1ccc(P(c2ccccc2)c2ccccc2)cc1. Reaction SMILES: [CH3:35][c:36]1[cH:37][cH:38][cH:39][cH:40][cH:41]1.[CH3:42][CH2:43][O:44][CH2:45][CH3:46].[NH2:1][c:2]1[c:3]([CH2:14][Br:15])[c:4]([C:10]([F:11])([F:12])[F:13])[c:5]([C:6]#[N:7])[cH:8][cH:9]1.[c:16]1([P:22]([c:23]2[cH:24][cH:25][cH:26][cH:27][cH:28]2)[c:29]2[cH:30][cH:31][cH:32][cH:33][cH:34]2)[cH:17][cH:18][cH:19][cH:20][cH:21]1>>[Br-:15].[NH2:1][c:2]1[c:3]([CH2:14][P+:22]([c:16]2[cH:17][cH:18][cH:19][cH:20][cH:21]2)([c:23]2[cH:24][cH:25][cH:26][cH:27][cH:28]2)[c:29]2[cH:30][cH:31][cH:32][cH:33][cH:34]2)[c:4]([C:10]([F:11])([F:12])[F:13])[c:5]([C:6]#[N:7])[cH:8][cH:9]1. Yields the product [Br-], N#Cc1ccc(N)c(C[P+](c2ccccc2)(c2ccccc2)c2ccccc2)c1C(F)(F)F. The product is ClC1=C(NC2=NC(=NC(=C2)C(F)(F)F)C=2C=NC(=CC2)C(F)(F)F)C=C(C=C1)OC (4-(2-Chloro-5-methoxyanilino)-2-[6-(trifluoromethyl)-3-pyridinyl]-6-(trifluoromethyl)pyrimidine). RXN SMILES: Cl[C:2]1[CH:7]=[C:6]([C:8]([F:11])([F:10])[F:9])[N:5]=[C:4]([C:12]2[CH:13]=[N:14][C:15]([C:18]([F:21])([F:20])[F:19])=[CH:16][CH:17]=2)[N:3]=1.[Cl:22][C:23]1[CH:29]=[CH:28][C:27]([O:30][CH3:31])=[CH:26][C:24]=1[NH2:25].Cl.[OH-].[Na+]>O.C(O)C>[Cl:22][C:23]1[CH:29]=[CH:28][C:27]([O:30][CH3:31])=[CH:26][C:24]=1[NH:25][C:2]1[CH:7]=[C:6]([C:8]([F:11])([F:10])[F:9])[N:5]=[C:4]([C:12]2[CH:13]=[N:14][C:15]([C:18]([F:21])([F:20])[F:19])=[CH:16][CH:17]=2)[N:3]=1 |f:3.4,5.6|. Procedure details: A mixture of crude 4-chloro-2-[6-(trifluoromethyl)-3-pyridinyl]-6-(trifluoromethyl)pyrimidine (50 mg, 0.152 mmol), 2-chloro-5-methoxyaniline (50 mg, 0.229 mmol) and 2N HCl (150 μl) in water:ethanol (2:1, 10 ml) was refluxed for 120 h. The mixture was cooled to room temperature and basified with aqueous 2N NaOH to pH 10–12. The mixture was extracted with ethyl acetate (75 ml), washed with water (2×20 ml), with aqueous saturated NaCl (1×20 ml) and dried over anhydrous sodium sulfate. The ethyl ace... Run in O.C(C)O (water ethanol). The yield is 4.4%. The reactants are [OH-].[Na+] (NaOH), ClC1=NC(=NC(=C1)C(F)(F)F)C=1C=NC(=CC1)C(F)(F)F (4-chloro-2-[6-(trifluoromethyl)-3-pyridinyl]-6-(trifluoromethyl)pyrimidine), ClC1=C(N)C=C(C=C1)OC (2-chloro-5-methoxyaniline), Cl (HCl).